Dataset: the Open Reaction Database (ORD), a public repository of structured organic reaction records. Task: describe an organic reaction: reactants, conditions, products, and yield Reactants: COc1nc(Br)cnc1N, O=S(=O)(Cl)c1cc(Cl)cc(Cl)c1. Yields the product COc1nc(Br)cnc1NS(=O)(=O)c1cc(Cl)cc(Cl)c1. Reaction SMILES: [Br:1][c:2]1[n:3][c:4]([O:9][CH3:10])[c:5]([NH2:8])[n:6][cH:7]1.[Cl:11][c:12]1[cH:13][c:14]([S:19](=[O:20])(=[O:21])[Cl:22])[cH:15][c:16]([Cl:18])[cH:17]1>>[Br:1][c:2]1[n:3][c:4]([O:9][CH3:10])[c:5]([NH:8][S:19]([c:14]2[cH:13][c:12]([Cl:11])[cH:17][c:16]([Cl:18])[cH:15]2)(=[O:20])=[O:21])[n:6][cH:7]1. Starting materials: C[O-], CO, ClC(C1=NCCCCCN1)(c1ccccc1)c1ccccc1, Cl, [Na+]. Yields the product COC(C1=NCCCCCN1)(c1ccccc1)c1ccccc1. Reaction SMILES: [CH3:24][O-:25].[CH3:27][OH:28].[Cl:2][C:3]([C:4]1=[N:11][CH2:10][CH2:9][CH2:8][CH2:7][CH2:6][NH:5]1)([c:12]1[cH:13][cH:14][cH:15][cH:16][cH:17]1)[c:18]1[cH:19][cH:20][cH:21][cH:22][cH:23]1.[ClH:1].[Na+:26]>>[C:3]([C:4]1=[N:11][CH2:10][CH2:9][CH2:8][CH2:7][CH2:6][NH:5]1)([c:12]1[cH:13][cH:14][cH:15][cH:16][cH:17]1)([c:18]1[cH:19][cH:20][cH:21][cH:22][cH:23]1)[O:25][CH3:24]. Reactants: CC(C)C[AlH]CC(C)C, ClCCl, CC(OC1OCCC(CN2CCC3(CC2)COCC3OC(=O)C23CCC(C)(C(=O)O2)C3(C)C)C1c1ccc(F)cc1)c1cc(C(F)(F)F)cc(C(F)(F)F)c1. Product: CC(OC1OCCC(CN2CCC3(CC2)COCC3O)C1c1ccc(F)cc1)c1cc(C(F)(F)F)cc(C(F)(F)F)c1. RXN SMILES: [CH3:56][CH:57]([CH2:58][AlH:59][CH2:60][CH:61]([CH3:62])[CH3:63])[CH3:64].[Cl:65][CH2:66][Cl:67].[F:1][C:2]([c:3]1[cH:4][c:5]([CH:13]([CH3:14])[O:15][CH:16]2[O:17][CH2:18][CH2:19][CH:20]([CH2:29][N:30]3[CH2:31][CH2:32][C:33]4([CH:34]([O:38][C:39]([C:40]56[C:41]([CH3:42])([CH3:43])[C:44]([CH3:45])([CH2:46][CH2:47]5)[C:48](=[O:49])[O:50]6)=[O:51])[CH2:35][O:36][CH2:37]4)[CH2:52][CH2:53]3)[CH:21]2[c:22]2[cH:23][cH:24][c:25]([F:28])[cH:26][cH:27]2)[cH:6][c:7]([C:9]([F:10])([F:11])[F:12])[cH:8]1)([F:54])[F:55]>>[F:1][C:2]([c:3]1[cH:4][c:5]([CH:13]([CH3:14])[O:15][CH:16]2[O:17][CH2:18][CH2:19][CH:20]([CH2:29][N:30]3[CH2:31][CH2:32][C:33]4([CH:34]([OH:38])[CH2:35][O:36][CH2:37]4)[CH2:52][CH2:53]3)[CH:21]2[c:22]2[cH:23][cH:24][c:25]([F:28])[cH:26][cH:27]2)[cH:6][c:7]([C:9]([F:10])([F:11])[F:12])[cH:8]1)([F:54])[F:55]. The reactants are ClC=1C=C2C=C(NC2=CC1Cl)CC(F)(F)F (5,6-Dichloro-2-(2,2,2-trifluoro-ethyl)-1H-indole), [H-].[Na+] (NaH), ClC1=CC=CC=2N(C(=NC21)CC(F)(F)F)Cl (dichloro-2-(2,2,2-trifluoro-ethyl)-1H-benzoimidazole), ClC=1C=C(CBr)C=CC1 (3-chlorobenzyl bromide), [NH4+].[Cl-] (NH4Cl). The solvent is CN(C)C=O (DMF). Reaction conditions: temperature 0 celsius, time 0.5 hour. Product: EtOAc hexanes, ClC1=CC2=C(N(C(=N2)CC(F)(F)F)CC2=CC(=CC=C2)Cl)C=C1Cl (5,6-Dichloro-1-(3-chloro-benzyl)-2-(2,2,2-trifluoro-ethyl)-1H-benzoimidazole). Isolated yield 0.0%. RXN SMILES: [H-].[Na+].ClC1C2N=C(CC(F)(F)F)[N:9](Cl)C=2C=CC=1.[Cl:19][C:20]1[CH:21]=[C:22]2[C:26](=[CH:27][C:28]=1[Cl:29])[NH:25][C:24]([CH2:30][C:31]([F:34])([F:33])[F:32])=C2.[Cl:35][C:36]1[CH:37]=[C:38]([CH:41]=[CH:42][CH:43]=1)[CH2:39]Br.[NH4+].[Cl-]>CN(C=O)C>[Cl:29][C:28]1[C:20]([Cl:19])=[CH:21][C:22]2[N:9]([CH2:39][C:38]3[CH:41]=[CH:42][CH:43]=[C:36]([Cl:35])[CH:37]=3)[C:24]([CH2:30][C:31]([F:32])([F:33])[F:34])=[N:25][C:26]=2[CH:27]=1 |f:0.1,5.6|. Procedure details: NaH (60%) (60 mg, 1.5 mmol) was added into a solution of dichloro-2-(2,2,2-trifluoro-ethyl)-1H-benzoimidazole. 5,6-Dichloro-2-(2,2,2-trifluoro-ethyl)-1H-indole (269 mg, 1 mmol) in DMF (5 ml) at 0° C. The resulting mixture was stirred at 0° C. for half hour. 3-chlorobenzyl bromide (308.25 mg, 1.5 mmol) was then added to the reaction mixture at 0° C. The reaction temperature was raised to 25° C. and then the reaction mixture was stirred for 18 hours. NH4Cl (aq.) was added and extracted with EtOAc....